From a dataset of the Open Reaction Database (ORD), a public repository of structured organic reaction records. describe an organic reaction: reactants, conditions, products, and yield Reactants: [OH-].[Na+] (sodium hydroxide), C(C)OC(=O)C=1CCN(CC1N[C@H](C)C1=CC=CC=C1)C(=O)OC(C)(C)C ((R)-5-(1-phenyl-ethylamino)-3,6-dihydro-2H-pyridine-1,4-dicarboxylic acid 1-tert-butyl ester 4-ethyl ester), C(C)(=O)O[BH-](OC(C)=O)OC(C)=O (Triacetoxyborohydride), C(C)(=O)O (acetic acid). Solvent: C(C)#N (acetonitrile). Conditions: temperature 0 celsius, time 2 hour. The product is C(C)OC(=O)[C@H]1[C@H](CN(CC1)C(=O)OC(C)(C)C)N[C@H](C)C1=CC=CC=C1 ((3R,4R)-3-[(R)-1-phenyl-ethylamino]-piperidine-1,4-dicarboxylic acid 1-tert-butyl ester 4-ethyl ester). The yield is 44.8%. RXN SMILES: [CH2:1]([O:3][C:4]([C:6]1[CH2:7][CH2:8][N:9]([C:21]([O:23][C:24]([CH3:27])([CH3:26])[CH3:25])=[O:22])[CH2:10][C:11]=1[NH:12][C@@H:13]([C:15]1[CH:20]=[CH:19][CH:18]=[CH:17][CH:16]=1)[CH3:14])=[O:5])[CH3:2].C(O)(=O)C.C(O[BH-](OC(=O)C)OC(=O)C)(=O)C.[OH-].[Na+]>C(#N)C>[CH2:1]([O:3][C:4]([C@@H:6]1[CH2:7][CH2:8][N:9]([C:21]([O:23][C:24]([CH3:25])([CH3:26])[CH3:27])=[O:22])[CH2:10][C@@H:11]1[NH:12][C@@H:13]([C:15]1[CH:16]=[CH:17][CH:18]=[CH:19][CH:20]=1)[CH3:14])=[O:5])[CH3:2] |f:3.4|. Procedure details: In a dry flask (R)-5-(1-phenyl-ethylamino)-3,6-dihydro-2H-pyridine-1,4-dicarboxylic acid 1-tert-butyl ester 4-ethyl ester (5.78 g, 15.4 mmol) was dissolved in acetonitrile (25 mL) and glacial acetic acid (25 mL) and cooled to 0° C. Triacetoxyborohydride (9.82 g, 46.3 mmol) was added over a 5-minute period. The reaction mixture was allowed to stir at 0° C. for 2 hours. Concentrated aqueous sodium hydroxide was carefully added to maintain the internal temperature of the flask below 10° C. The resu... Starting materials: C(C)(C)C1=C(C(=CC(=C1)C(C)C)C(C)C)S(=O)(=O)Cl (2,4,6-triisopropylbenzenesulfonyl chloride), CN1C=NC=C1 (N-methylimidazole), CC1=CN(C(=O)NC1=O)[C@H]2C[C@@H]([C@H](O2)CO)N=[N+]=[N-].C(#N)CCOP(=O)([O-])[O-] (AZT cyanoethylphosphate), [C@@H]1(CC[C@@H](CO)O1)N1C=NC=2C(N)=NC=NC12 (2',3'-dideoxyadenosine). Run in N1=CC=CC=C1 (pyridine). Conditions: time 30 minute. The product is CC1=CN(C(=O)NC1=O)[C@H]2C[C@@H]([C@H](O2)CO)N=[N+]=[N-] (AZT), cyanoethylphosphate triester. Reaction SMILES: [CH3:1][C:2]1[C:8](=[O:9])[NH:7][C:5](=[O:6])[N:4]([C@@H:10]2[O:14][C@H:13]([CH2:15][OH:16])[C@@H:12]([N:17]=[N+:18]=[N-:19])[CH2:11]2)[CH:3]=1.C(CCOP([O-])([O-])=O)#N.[C@@H]1(N2C3N=CN=C(N)C=3N=C2)O[C@H](CO)CC1.C(C1C=C(C(C)C)C=C(C(C)C)C=1S(Cl)(=O)=O)(C)C.CN1C=CN=C1>N1C=CC=CC=1>[CH3:1][C:2]1[C:8](=[O:9])[NH:7][C:5](=[O:6])[N:4]([C@@H:10]2[O:14][C@H:13]([CH2:15][OH:16])[C@@H:12]([N:17]=[N+:18]=[N-:19])[CH2:11]2)[CH:3]=1 |f:0.1|. Reported procedure: AZT cyanoethylphosphate (600 mg, 1.5 mmol) and 2',3'-dideoxyadenosine (352 mg, 1.5 mmol) were dissolved in 60 ml of distilled pyridine. To the solution, 1.21 g (4 mmol) of 2,4,6-triisopropylbenzenesulfonyl chloride was added and stirred for 30 min., following by adding 0.984 ml (12 mmol) of N-methylimidazole and stirring at room temperature for 18 hours in a sealed flask, yielding AZT-DDA cyanoethylphosphate triester in solution.